From a dataset of the Open Reaction Database (ORD), a public repository of structured organic reaction records. describe an organic reaction: reactants, conditions, products, and yield Starting materials: C1CCOC1, Cc1ccc(N)cc1O, CCn1nc(C)cc1C(=O)Nc1ccc(C(=O)c2ccc3c(c2)NC(=O)C3=CO)cc1. The product is CCn1nc(C)cc1C(=O)Nc1ccc(C(=O)c2ccc3c(c2)NC(=O)C3=CNc2ccc(C)c(O)c2)cc1. Reaction SMILES: [CH2:41]1[O:42][CH2:43][CH2:44][CH2:45]1.[NH2:32][c:33]1[cH:34][cH:35][c:36]([CH3:40])[c:37]([OH:39])[cH:38]1.[OH:1][CH:2]=[C:3]1[C:4](=[O:31])[NH:5][c:6]2[cH:7][c:8]([C:12](=[O:13])[c:14]3[cH:15][cH:16][c:17]([NH:20][C:21](=[O:22])[c:23]4[n:24]([CH2:29][CH3:30])[n:25][c:26]([CH3:28])[cH:27]4)[cH:18][cH:19]3)[cH:9][cH:10][c:11]21>>[CH:2](=[C:3]1[C:4](=[O:31])[NH:5][c:6]2[cH:7][c:8]([C:12](=[O:13])[c:14]3[cH:15][cH:16][c:17]([NH:20][C:21](=[O:22])[c:23]4[n:24]([CH2:29][CH3:30])[n:25][c:26]([CH3:28])[cH:27]4)[cH:18][cH:19]3)[cH:9][cH:10][c:11]21)[NH:32][c:33]1[cH:34][cH:35][c:36]([CH3:40])[c:37]([OH:39])[cH:38]1. The reactants are C(C)(C)(C)OC(NC1=C(C=C(C=C1)C1=NC=CC=C1)NC(CC(=O)C=1SC=CC1Cl)=O)=O ({2-[3-(3-chloro-thiophen-2-yl)-3-oxo-propionylamino]-4-pyridin-2-yl-phenyl}-carbamic acid tert.-butyl ester), C(=O)(C(F)(F)F)O (TFA). Solvent: C(Cl)Cl (CH2Cl2). The product is ClC1=C(SC=C1)C1=NC2=C(NC(C1)=O)C=C(C=C2)C2=NC=CC=C2 (4-(3-Chloro-thiophen-2-yl)-8-pyridin-2-yl-1,3-dihydro-benzo[b][1,4]diazepin-2-one). As a reaction SMILES: C(OC(=O)[NH:7][C:8]1[CH:13]=[CH:12][C:11]([C:14]2[CH:19]=[CH:18][CH:17]=[CH:16][N:15]=2)=[CH:10][C:9]=1[NH:20][C:21](=[O:31])[CH2:22][C:23]([C:25]1[S:26][CH:27]=[CH:28][C:29]=1[Cl:30])=O)(C)(C)C.C(O)(C(F)(F)F)=O>C(Cl)Cl>[Cl:30][C:29]1[CH:28]=[CH:27][S:26][C:25]=1[C:23]1[CH2:22][C:21](=[O:31])[NH:20][C:9]2[CH:10]=[C:11]([C:14]3[CH:19]=[CH:18][CH:17]=[CH:16][N:15]=3)[CH:12]=[CH:13][C:8]=2[N:7]=1. Reported procedure: Prepared from {2-[3-(3-chloro-thiophen-2-yl)-3-oxo-propionylamino]-4-pyridin-2-yl-phenyl}-carbamic acid tert.-butyl ester (Example K12) by treatment with TFA in CH2Cl2 according to the general procedure M. Obtained as a light brown powder (51 mg). Reactants: NC1=C(C(=O)O)C=C(C=C1F)I (2-amino-3-fluoro-5-iodo-benzoic acid), C(=O)(Cl)Cl (phosgene). Solvent: O1CCCC1 (tetrahydrofuran), C1(=CC=CC=C1)C (toluene). Reaction conditions: time 16 hour. Yields the product FC1=CC(=CC2=C1NC(OC2=O)=O)I (8-fluoro-6-iodo-1H-benzo[d][1,3]oxazine-2,4-dione). As a reaction SMILES: [NH2:1][C:2]1[C:10]([F:11])=[CH:9][C:8]([I:12])=[CH:7][C:3]=1[C:4]([OH:6])=[O:5].[C:13](Cl)(Cl)=[O:14]>O1CCCC1.C1(C)C=CC=CC=1>[F:11][C:10]1[C:2]2[NH:1][C:13](=[O:14])[O:5][C:4](=[O:6])[C:3]=2[CH:7]=[C:8]([I:12])[CH:9]=1. Reported procedure: To a solution of 500 mg (1.78 mmol) of 2-amino-3-fluoro-5-iodo-benzoic acid in 5.0 mL tetrahydrofuran was added 1.4 mL (2.67 mmol) of 20% w/v solution of phosgene in toluene. The reaction was stirred for 16 hours at room temperature. The solution was concentrated to dryness to afford 550 mg (1.79 mmol, quantitative yield) of 8-fluoro-6-iodo-1H-benzo[d][1,3]oxazine-2,4-dione as a brown powder. 1H NMR (500 MHz, DMSO-d6) δ 12.05 (s, 1H), 8.09 (dd, 1H), 7.98 (s, 1H). Starting materials: NC1=NC=CC(=N1)C(=O)NC(C)C=1C=NC(=C(C1)Cl)OCC(F)(F)F (2-amino-N-(1-(5-chloro-6-(2,2,2-trifluoroethoxy)pyridin-3-yl)ethyl)pyrimidine-4-carb oxamide), C(CC)(=O)Cl (propionyl chloride). Reaction SMILES: [NH2:1][C:2]1[N:7]=[C:6]([C:8]([NH:10][CH:11]([C:13]2[CH:14]=[N:15][C:16]([O:20][CH2:21][C:22]([F:25])([F:24])[F:23])=[C:17]([Cl:19])[CH:18]=2)[CH3:12])=[O:9])[CH:5]=[CH:4][N:3]=1.[C:26](Cl)(=[O:29])[CH2:27][CH3:28]>>[Cl:19][C:17]1[CH:18]=[C:13]([CH:11]([NH:10][C:8]([C:6]2[CH:5]=[CH:4][N:3]=[C:2]([NH:1][C:26](=[O:29])[CH2:27][CH3:28])[N:7]=2)=[O:9])[CH3:12])[CH:14]=[N:15][C:16]=1[O:20][CH2:21][C:22]([F:24])([F:23])[F:25]. Product: ClC=1C=C(C=NC1OCC(F)(F)F)C(C)NC(=O)C1=NC(=NC=C1)NC(CC)=O (N-(1-(5-chloro-6-(2,2,2-trifluoroethoxy)pyridin-3-yl)ethyl)-2-propionamidopyrimidine-4-carboxamide). Reported procedure: The title compound is prepared from 2-amino-N-(1-(5-chloro-6-(2,2,2-trifluoroethoxy)pyridin-3-yl)ethyl)pyrimidine-4-carb oxamide (20 mg, 0.05 mmol, Step-1, single enantiomer) and propionyl chloride (25 mg, 0.27 mmol) according to the procedure similar to that described in Step-2 of Example 8. The reactants are C[Si](C1=CC=CC=C1)(CCCCl)C (Dimethyl(3-chloropropyl)phenylsilane), [I-].[Na+] (sodium iodide). The product is C[Si](C1=CC=CC=C1)(CCCI)C (dimethyl(3-iodopropyl)phenylsilane), oil. Solvent: CC(=O)C (acetone). Procedure details: Dimethyl(3-chloropropyl)phenylsilane [J. W. Wilt, W. K. Chwang, C. F. Dockus and N. M. Tomiuk, J. Am. Chem. Soc., 100, 5534, (1978)] (9 g, 48.8 mmol) and sodium iodide (29.5 g, 195 mmol) are refluxed in acetone during 24 hours. The mixture is filtered and the solvent is evaporated under reduced pressure. The residue is dissolved in diethyl ether and washed with water. The organic layer is dried with sodium sulfate, filtered and concentrated under reduced pressure to afford pure dimethyl(3-iodopr... Yield: 93.0%. As a reaction SMILES: [CH3:1][Si:2]([CH3:13])([CH2:9][CH2:10][CH2:11]Cl)[C:3]1[CH:8]=[CH:7][CH:6]=[CH:5][CH:4]=1.[I-:14].[Na+]>CC(C)=O>[CH3:1][Si:2]([CH3:13])([CH2:9][CH2:10][CH2:11][I:14])[C:3]1[CH:8]=[CH:7][CH:6]=[CH:5][CH:4]=1 |f:1.2|.